This data is from the Open Reaction Database (ORD), a public repository of structured organic reaction records. The task is: describe an organic reaction: reactants, conditions, products, and yield Reactants: C(C)(C)N (Isopropylamine), C(C)(C)N(C(C)C)CC (N,N-diisopropylethylamine), ClC1=NC(=C(C(=N1)Cl)[N+](=O)[O-])NC (2,4-dichloro-5-nitro-6-methylaminopyrimidine). The solvent is ClCCl (dichloromethane), ClCCl (dichloromethane). Product: ClC1=NC(=C(C(=N1)NC(C)C)[N+](=O)[O-])NC (2-chloro-4-isopropylamino-5-nitro-6-methylaminopyrimidine). Isolated yield 82.1%. Reaction SMILES: [CH:1]([NH2:4])([CH3:3])[CH3:2].C(N(CC)C(C)C)(C)C.[Cl:14][C:15]1[N:20]=[C:19](Cl)[C:18]([N+:22]([O-:24])=[O:23])=[C:17]([NH:25][CH3:26])[N:16]=1>ClCCl>[Cl:14][C:15]1[N:20]=[C:19]([NH:4][CH:1]([CH3:3])[CH3:2])[C:18]([N+:22]([O-:24])=[O:23])=[C:17]([NH:25][CH3:26])[N:16]=1. Reported procedure: Isopropylamine (4.5 ml) and N,N-diisopropylethylamine (13.2 ml) were dissolved into 150 ml dichloromethane. The mixture was added dropwise to a solution of 2,4-dichloro-5-nitro-6-methylaminopyrimidine (11.5 g) in dichloromethane (30 ml) at 0° C. After the completion of the dropwise addition, the mixture was kept at the same temperature to react for half an hour. Purification was conducted by a column chromatography to obtain a yellow solid (10.4 g) in a yield of 82.1%. 1H NMR (400 MHz, CDCl3): δ...